From a dataset of the Open Reaction Database (ORD), a public repository of structured organic reaction records. describe an organic reaction: reactants, conditions, products, and yield Starting materials: C1(=CC=CC=C1)OB(O)O (phenyl boric acid), C([O-])([O-])=O.[Cs+].[Cs+] (cesium carbonate), BrC1=C(C=C(C=C1)OC)[N+](=O)[O-] (1-Bromo-4-methoxy-2-nitrobenzene). Run in O1CCOCC1 (1,4-dioxane). Conditions: temperature 80 celsius, time 18 hour. Product: COC1=CC(=C(C=C1)C1=CC=CC=C1)[N+](=O)[O-] (4-methoxy-2-nitro-1-phenylbenzene). The yield is 81.1%. Reaction SMILES: Br[C:2]1[CH:7]=[CH:6][C:5]([O:8][CH3:9])=[CH:4][C:3]=1[N+:10]([O-:12])=[O:11].[C:13]1(OB(O)O)[CH:18]=[CH:17][CH:16]=[CH:15][CH:14]=1.C(=O)([O-])[O-].[Cs+].[Cs+]>O1CCOCC1>[CH3:9][O:8][C:5]1[CH:6]=[CH:7][C:2]([C:13]2[CH:18]=[CH:17][CH:16]=[CH:15][CH:14]=2)=[C:3]([N+:10]([O-:12])=[O:11])[CH:4]=1 |f:2.3.4|. Procedure details: 1-Bromo-4-methoxy-2-nitrobenzene (2.32 g, 10 mmol) was dissolved in 1,4-dioxane (30 mL) and, thereto, were added phenyl boric acid (2.44 g, 20 mmol), cesium carbonate (26 g, 80 mmol), 1,1-[bis(diphenylphosphino)ferrocene]dichloropalladium(II) dichloromethane complex (0.82 g, 1 mmol), and purified water (12 mL). The reaction mixture was stirred under a nitrogen flow at 80° C. for 18 hours. The reaction solution was filtered through celite, alumina, and Florisil, and, thereafter, extracted with et...